This data is from the Open Reaction Database (ORD), a public repository of structured organic reaction records. The task is: describe an organic reaction: reactants, conditions, products, and yield Reactants: C1CCOC1, CCOC(=O)c1c(C(F)(F)F)nc(C(F)F)c(C(=O)OC)c1F, [Na], O, CCOP([O-])OCC. The product is CCOC(=O)c1c(C(F)(F)F)nc(C(F)F)c(C(=O)OC)c1P(=O)(OCC)OCC. RXN SMILES: [CH2:34]1[O:35][CH2:36][CH2:37][CH2:38]1.[F:10][CH:11]([c:12]1[c:13]([C:28](=[O:29])[O:30][CH3:31])[c:14]([F:27])[c:15]([C:22](=[O:23])[O:24][CH2:25][CH3:26])[c:16]([C:18]([F:19])([F:20])[F:21])[n:17]1)[F:32].[Na:1].[OH2:33].[P:2]([O:3][CH2:4][CH3:5])([O:6][CH2:7][CH3:8])[O-:9]>>[P:2]([O:3][CH2:4][CH3:5])([O:6][CH2:7][CH3:8])(=[O:9])[c:14]1[c:13]([C:28](=[O:29])[O:30][CH3:31])[c:12]([CH:11]([F:10])[F:32])[n:17][c:16]([C:18]([F:19])([F:20])[F:21])[c:15]1[C:22](=[O:23])[O:24][CH2:25][CH3:26]. Procedure details: 15 g of 91.7% pure (0.1 mol) 2-chloro-5-cyanopyridine were hydrogenated in a mixture of 70 ml of methylformate and 50 ml of toluene analogously to Example 1. After analysis by gas chromatography, 2-chloro-5-(formylaminomethyl)pyridine had formed in a yield of 86.7% of theory. 2-Chloro-5-(aminomethyl)pyridine (3.6% of theory) and di(2-chloro-5-methylpyridyl)amine (2.0% of theory) were identified as by-products. The crude product was boiled under reflux with 30 ml of 20% strength NaOH for 2 hours.... Reactants: ClC1=NC=C(C=C1)C#N (2-chloro-5-cyanopyridine), COC=O (methylformate). Run in C1(=CC=CC=C1)C (toluene). Product: ClC1=NC=C(C=C1)CNC=O (2-chloro-5-(formylaminomethyl)pyridine). The yield is 86.7%. RXN SMILES: [Cl:1][C:2]1[CH:7]=[CH:6][C:5]([C:8]#[N:9])=[CH:4][N:3]=1.[CH3:10][O:11]C=O>C1(C)C=CC=CC=1>[Cl:1][C:2]1[CH:7]=[CH:6][C:5]([CH2:8][NH:9][CH:10]=[O:11])=[CH:4][N:3]=1. Starting materials: NC1=C(C=C(C(=O)O)C=C1)C (4-amino-3-methylbenzoic acid), C(CCC)N(CCCC)CCCC (tributylamine), C(CCCCCCCCCCCCCCC)(=O)Cl (n-hexadecanoyl chloride). Solvent: CN(C=O)C (dimethylformamide). Yields the product C(CCCCCCCCCCCCCCC)(=O)NC1=C(C=C(C(=O)O)C=C1)C (4-(n-hexadecanamido)-3-methylbenzoic acid). Isolated yield 27.0%. Reaction SMILES: [NH2:1][C:2]1[CH:10]=[CH:9][C:5]([C:6]([OH:8])=[O:7])=[CH:4][C:3]=1[CH3:11].C(N(CCCC)CCCC)CCC.[C:25](Cl)(=[O:41])[CH2:26][CH2:27][CH2:28][CH2:29][CH2:30][CH2:31][CH2:32][CH2:33][CH2:34][CH2:35][CH2:36][CH2:37][CH2:38][CH2:39][CH3:40]>CN(C)C=O>[C:25]([NH:1][C:2]1[CH:10]=[CH:9][C:5]([C:6]([OH:8])=[O:7])=[CH:4][C:3]=1[CH3:11])(=[O:41])[CH2:26][CH2:27][CH2:28][CH2:29][CH2:30][CH2:31][CH2:32][CH2:33][CH2:34][CH2:35][CH2:36][CH2:37][CH2:38][CH2:39][CH3:40]. Reported procedure: A stirred solution of 4-amino-3-methylbenzoic acid (30.2 g), in dry dimethylformamide (300 ml), containing tributylamine (55 ml) was treated with n-hexadecanoyl chloride (61.0 g) in a similar manner to that described in Example 1(i) to give 4-(n-hexadecanamido)-3-methylbenzoic acid (21 g), in the form of white needles, m.p. 194°-196° C. Reactants: CCN(C(C)C)C(C)C, ClCCl, Cl, CCOC(=O)CC(N)Cc1ccc(-c2cc(Cl)ccc2F)cc1, O=C1CCC(=O)O1. Product: CCOC(=O)CC(Cc1ccc(-c2cc(Cl)ccc2F)cc1)NC(=O)CCC(=O)O. RXN SMILES: [CH:32]([N:33]([CH2:34][CH3:35])[CH:36]([CH3:37])[CH3:38])([CH3:39])[CH3:40].[Cl:41][CH2:42][Cl:43].[ClH:1].[NH2:2][CH:3]([CH2:4][C:5](=[O:6])[O:7][CH2:8][CH3:9])[CH2:10][c:11]1[cH:12][cH:13][c:14](-[c:17]2[c:18]([F:24])[cH:19][cH:20][c:21]([Cl:23])[cH:22]2)[cH:15][cH:16]1.[O:25]=[C:26]1[CH2:27][CH2:28][C:29](=[O:30])[O:31]1>>[NH:2]([CH:3]([CH2:4][C:5](=[O:6])[O:7][CH2:8][CH3:9])[CH2:10][c:11]1[cH:12][cH:13][c:14](-[c:17]2[c:18]([F:24])[cH:19][cH:20][c:21]([Cl:23])[cH:22]2)[cH:15][cH:16]1)[C:29]([CH2:28][CH2:27][C:26](=[O:25])[OH:31])=[O:30]. Starting materials: ClC=1N=C2C(=NC1C1=CC=CC=C1)N1C(C=C2)=NN=C1CCl (3-chloro-9-(chloromethyl)-2-phenyl[1,2,4]triazolo[4′,3′:1,6]pyrido[2,3-b]-pyrazine), CNC (dimethylamine). Reaction conditions: time 2 hour. The product is ClC=1N=C2C(=NC1C1=CC=CC=C1)N1C(C=C2)=NN=C1CN(C)C (1-(3-chloro-2-phenyl[1,2,4]triazolo[4′,3′:1,6]pyrido[2,3-b]pyrazin-9-yl)-N,N-dimethylmethanamine). RXN SMILES: [Cl:1][C:2]1[N:3]=[C:4]2[CH:17]=[CH:16][C:15]3=[N:18][N:19]=[C:20]([CH2:21]Cl)[N:14]3[C:5]2=[N:6][C:7]=1[C:8]1[CH:13]=[CH:12][CH:11]=[CH:10][CH:9]=1.[CH3:23][NH:24][CH3:25]>>[Cl:1][C:2]1[N:3]=[C:4]2[CH:17]=[CH:16][C:15]3=[N:18][N:19]=[C:20]([CH2:21][N:24]([CH3:25])[CH3:23])[N:14]3[C:5]2=[N:6][C:7]=1[C:8]1[CH:13]=[CH:12][CH:11]=[CH:10][CH:9]=1. Procedure details: A mixture of 3-chloro-9-(chloromethyl)-2-phenyl[1,2,4]triazolo[4′,3′:1,6]pyrido[2,3-b]pyrazine (10-2) (840 mg, 0.254 mmol) and dimethylamine (2M in THF, 5 mL, 10 mmol) was stirred at room temperature for 2 hours. The solvent was evaporated to give 1-(3-chloro-2-phenyl[1,2,4]triazolo[4′,3′:1,6]pyrido[2,3-b]pyrazin-9-yl)-N,N-dimethylmethanamine (10-3). The reactants are [BH4-], CCCCCCCCCCOc1ccc(C=O)cc1OCCCCCCCCCC, C1CCOC1, CO, [Cl-], [NH4+], [Na+]. The product is CCCCCCCCCCOc1ccc(CO)cc1OCCCCCCCCCC. Reaction SMILES: [BH4-:31].[CH2:1]([CH2:2][CH2:3][CH2:4][CH2:5][CH2:6][CH2:7][CH2:8][CH2:9][CH3:10])[O:11][c:12]1[cH:13][c:14]([CH:15]=[O:16])[cH:17][cH:18][c:19]1[O:20][CH2:21][CH2:22][CH2:23][CH2:24][CH2:25][CH2:26][CH2:27][CH2:28][CH2:29][CH3:30].[CH2:37]1[O:38][CH2:39][CH2:40][CH2:41]1.[CH3:35][OH:36].[Cl-:33].[NH4+:34].[Na+:32]>>[CH2:1]([CH2:2][CH2:3][CH2:4][CH2:5][CH2:6][CH2:7][CH2:8][CH2:9][CH3:10])[O:11][c:12]1[cH:13][c:14]([CH2:15][OH:16])[cH:17][cH:18][c:19]1[O:20][CH2:21][CH2:22][CH2:23][CH2:24][CH2:25][CH2:26][CH2:27][CH2:28][CH2:29][CH3:30]. Starting materials: ClC=1C(=CC=2C(CCC(C2C1)(C)C)(C)C)C(C)O ((±)-1-(3-chloro-5,6,7,8-tetrahydro-5,5,8,8-tetramethylnaphthalen-2-yl) ethanol), P(Br)(Br)Br (phosphorus tribromide), C1(=CC=CC=C1)P(C1=CC=CC=C1)C1=CC=CC=C1 (triphenylphosphine), O (Water). Solvent: CCOCC (ether), CCCCCC (hexane). Conditions: time 1.5 hour. Yields the product [Br-].ClC=1C(=CC=2C(CCC(C2C1)(C)C)(C)C)C(C)[P+](C1=CC=CC=C1)(C1=CC=CC=C1)C1=CC=CC=C1 ((±)-[1-(3-chloro-5,6,7,8-tetrahydro-5,5,8,8-tetramethylnaphthalen-2-yl)ethan-1-yl]triphenylphosphonium bromide). Reaction SMILES: [Cl:1][C:2]1[C:3]([CH:16](O)[CH3:17])=[CH:4][C:5]2[C:6]([CH3:15])([CH3:14])[CH2:7][CH2:8][C:9]([CH3:13])([CH3:12])[C:10]=2[CH:11]=1.P(Br)(Br)[Br:20].O.[C:24]1([P:30]([C:37]2[CH:42]=[CH:41][CH:40]=[CH:39][CH:38]=2)[C:31]2[CH:36]=[CH:35][CH:34]=[CH:33][CH:32]=2)[CH:29]=[CH:28][CH:27]=[CH:26][CH:25]=1>CCOCC.CCCCCC>[Br-:20].[Cl:1][C:2]1[C:3]([CH:16]([P+:30]([C:31]2[CH:32]=[CH:33][CH:34]=[CH:35][CH:36]=2)([C:37]2[CH:42]=[CH:41][CH:40]=[CH:39][CH:38]=2)[C:24]2[CH:25]=[CH:26][CH:27]=[CH:28][CH:29]=2)[CH3:17])=[CH:4][C:5]2[C:6]([CH3:15])([CH3:14])[CH2:7][CH2:8][C:9]([CH3:13])([CH3:12])[C:10]=2[CH:11]=1 |f:6.7|. Procedure: To a solution of 3.15 g (11.8 mmol) of (±)-1-(3-chloro-5,6,7,8-tetrahydro-5,5,8,8-tetramethylnaphthalen-2-yl) ethanol in ether and hexane stirring at 0° C. under argon, was added dropwise 31.9 g (11.2 mL, 118 mmol) of phosphorus tribromide and the mixture stirred 1.5 hours. Water was then carefully added and the mixture extracted with several portions of ether. The ether extracts were washed with water, sodium bicarbonate, brine, and dried (MgSO4). The solvent was removed in-vacuo and the residu... RXN SMILES: [CH2:1]([C:5]12[CH2:12][CH2:11][CH:8]([CH:9]=[CH:10]1)[CH2:7][C:6]2=[O:13])[CH2:2][CH2:3][CH3:4].C(C1C=CC=CC=1)(=O)C>C1CCCCC1>[CH2:1]([C:5]12[CH:9]3[CH:8]([CH2:7][C:6](=[O:13])[CH:10]13)[CH2:11][CH2:12]2)[CH2:2][CH2:3][CH3:4]. Run at time 50 hour. Procedure details: A 4% solution of (+)-1-butyl-bicyclo[2.2.2]oct-5-en-2-one (1.5 g.) in cyclohexane was irradiated in a Pyrex apparatus under argon and in the presence of 200 mg. of acetophenone with a 250 w. medium pressure mercury lamp. After 50 hours, a conversion of 98% was achieved. The solution was concentrated by evaporation and the residue subjected to chromatography on 100 g. of silica gel (70 to 230 mesh) with toluene to remove the acetophenone and with toluene/1% diethyl ether. Pure (-)-8-butyl-tricycl... Yields the product C(CCC)C12CCC3CC(C1C23)=O ((-)-8-butyl-tricyclo[3.3.0.02,8 ]octan-3-one). Solvent: C1CCCCC1 (cyclohexane). Reactants: solution, C(CCC)C12C(CC(C=C1)CC2)=O ((+)-1-butyl-bicyclo[2.2.2]oct-5-en-2-one), C(C)(=O)C1=CC=CC=C1 (acetophenone). Reactants: [OH-].[K+] (potassium hydroxide), C(C)(C)(C)OO (tert-butyl hydroperoxide), C(\C=C(/C)\CCC=C(C)C)Cl (geranyl chloride). Procedure details: Sulpholane (40 cc) and potassium hydroxide pellets (6.5 g) are introduced into a 250-cc three-necked round-bottomed flask. After cooling to 10° C., a 70% strength aqueous solution of tert-butyl hydroperoxide (12.9 g) is added dropwise. The temperature is maintained at 20° C. for two hours and geranyl chloride (17.2 g, 0.1 mole) is then added dropwise at a temperature of between 10° and 20° C. The solution is kept at 20° C. for 16 hours. After extraction with pentane and purification of the produ... Conditions: temperature 10 celsius, time 16 hour. Isolated yield 53.0%. Yields the product C(C)(C)(C)OOC\C=C(/C)\CCC=C(C)C (geranyl tert-butyl peroxide). As a reaction SMILES: [OH-].[K+].[C:3]([O:7][OH:8])([CH3:6])([CH3:5])[CH3:4].[CH2:9](Cl)/[CH:10]=[C:11](/[CH2:13][CH2:14][CH:15]=[C:16]([CH3:18])[CH3:17])\[CH3:12]>S1(CCCC1)(=O)=O>[C:3]([O:7][O:8][CH2:9]/[CH:10]=[C:11](/[CH2:13][CH2:14][CH:15]=[C:16]([CH3:18])[CH3:17])\[CH3:12])([CH3:6])([CH3:5])[CH3:4] |f:0.1|. Run in S1(=O)(=O)CCCC1 (Sulpholane).